From a dataset of the Open Reaction Database (ORD), a public repository of structured organic reaction records. describe an organic reaction: reactants, conditions, products, and yield The reactants are CC1=CC(=C(C=N1)N)NC1=NC=CC=C1 (6-methyl-N4-(pyridin-2-yl)pyridine-3,4-diamine), C(C)(=O)O (acetic acid), N(=O)OC(C)(C)C (tert-butyl nitrite). Run in C1CCOC1 (THF). Conditions: time 8 hour. Yields the product CC1=CC2=C(C=N1)N=NN2C2=NC=CC=C2 (6-Methyl-1-(pyridin-2-yl)-1H-[1,2,3]triazolo[4,5-c]pyridine). Isolated yield 71.5%. As a reaction SMILES: [CH3:1][C:2]1[N:7]=[CH:6][C:5]([NH2:8])=[C:4]([NH:9][C:10]2[CH:15]=[CH:14][CH:13]=[CH:12][N:11]=2)[CH:3]=1.C(O)(=O)C.[N:20](OC(C)(C)C)=O>C1COCC1>[CH3:1][C:2]1[N:7]=[CH:6][C:5]2[N:8]=[N:20][N:9]([C:10]3[CH:15]=[CH:14][CH:13]=[CH:12][N:11]=3)[C:4]=2[CH:3]=1. Procedure: To a solution of 6-methyl-N4-(pyridin-2-yl)pyridine-3,4-diamine (550 mg, 2.7 mmol) in THF (30 mL) was added acetic acid (0.17 mL, 6.49 mmol) and tert-butyl nitrite (0.54 mL, 4.12 mmol). The reaction was then heated to reflux and stirred overnight. The reaction was concentrated and the residue was purified by chromatography on silica gel (0-10% [2M NH3 in MeOH]CH2Cl2) to give the desired product as a yellow gum (408 mg, 70%). MS (ESI) mass calcd. C11H9N5, 211.09. m/z found, 212.1 [M+H]+. 1H NMR (... The solvent is C(Cl)Cl (DCM). Reaction SMILES: Cl.C1(C2C=CC=CC=2)[CH:7]=[CH:6][C:5]([CH2:8][N:9]2[C:14](=[O:15])[C:13]([C:16]([NH:18][CH2:19][C:20]([O:22]C(C)(C)C)=[O:21])=[O:17])=[C:12]([OH:27])[C:11]3[CH2:28][NH:29][CH2:30][C:10]2=3)=[CH:4][CH:3]=1.[Cl:37][C:38]1[CH:45]=[CH:44][C:41]([CH2:42]Br)=[CH:40][CH:39]=1.[C:46]([OH:52])([C:48]([F:51])([F:50])[F:49])=[O:47]>C(Cl)Cl>[F:49][C:48]([F:51])([F:50])[C:46]([O-:52])=[O:47].[Cl:37][C:38]1[CH:45]=[CH:44][C:41]([CH2:42][NH+:29]2[CH2:28][C:11]3[C:12]([OH:27])=[C:13]([C:16]([NH:18][CH2:19][C:20]([OH:22])=[O:21])=[O:17])[C:14](=[O:15])[N:9]([CH2:8][C:5]4[CH:6]=[CH:7][C:46]([C:48]([F:51])([F:50])[F:49])=[CH:3][CH:4]=4)[C:10]=3[CH2:30]2)=[CH:40][CH:39]=1 |f:0.1,5.6|. Conditions: time 30 minute. Starting materials: C(=O)(C(F)(F)F)O (TFA), Cl.C1(=CC=C(C=C1)CN1C2=C(C(=C(C1=O)C(=O)NCC(=O)OC(C)(C)C)O)CNC2)C2=CC=CC=C2 (tert-butyl N-{[1-(biphenyl-4-ylmethyl)-4-hydroxy-2-oxo-2,5,6,7-tetrahydro-1H-pyrrolo[3,4-b]pyridin-3-yl]carbonyl}glycinate hydrochloride), compound 6-1, ClC1=CC=C(CBr)C=C1 (4-chlorobenzylbromide), TEA. Yields the product FC(C(=O)[O-])(F)F.ClC1=CC=C(C[NH+]2CC=3N(C(C(=C(C3C2)O)C(=O)NCC(=O)O)=O)CC2=CC=C(C=C2)C(F)(F)F)C=C1 (N-({6-(4-chlorobenzyl)-4-hydroxy-2-oxo-1-[4-(trifluoromethyl)benzyl]-2,5,6,7-tetrahydro-1H-pyrrolo[3,4-b]pyridin-6-ium-3-yl}carbonyl)glycine trifluoroacetate). Procedure details: Intermediate 6, compound 6-1, (50 mg, 0.11 mmol) was dissolved in DCM (1 mL) and 4-chlorobenzylbromide (22 mg, 0.11 mmol) and TEA (0.045 mL, 0.32 mmol) were added and the mixture was refluxed for 24 h. The reaction was cooled to rt and TFA (0.5 mL, 6 mmol) was added and the solution was stirred an additional 30 min. The reaction was concentrated and the residue was purified on a C-18 reverse phase chromatography column eluted with 0-90% MeCN in water. The desired fractions were lyophilized overn... Starting materials: F[B-](F)(F)F, CC(C)(C)[PH+](C(C)(C)C)C(C)(C)C, C1CCCCC1, CN(C)CCN(C)C, CCOCC, [Li]C(C)CC, [Cl-], [Cl-], Fc1ncccc1I, CC(C)(C)OC(=O)N1CCCCC1, [NH4+], CC(=O)[O-], CC(=O)[O-], [OH-], [Pd+2], [Zn+2]. The product is CC(C)(C)OC(=O)N1CCCCC1c1cccnc1F. As a reaction SMILES: [B-:41]([F:42])([F:43])([F:44])[F:45].[C:46]([PH+:47]([C:48]([CH3:49])([CH3:50])[CH3:51])[C:52]([CH3:53])([CH3:54])[CH3:55])([CH3:56])([CH3:57])[CH3:58].[CH2:27]1[CH2:28][CH2:29][CH2:30][CH2:31][CH2:32]1.[CH3:14][N:15]([CH3:16])[CH2:17][CH2:18][N:19]([CH3:20])[CH3:21].[CH3:73][CH2:74][O:75][CH2:76][CH3:77].[CH:22]([Li:23])([CH2:24][CH3:25])[CH3:26].[Cl-:61].[Cl-:63].[F:33][c:34]1[n:35][cH:36][cH:37][cH:38][c:39]1[I:40].[N:1]1([C:7](=[O:8])[O:9][C:10]([CH3:11])([CH3:12])[CH3:13])[CH2:2][CH2:3][CH2:4][CH2:5][CH2:6]1.[NH4+:60].[O-:65][C:66]([CH3:67])=[O:68].[O-:69][C:70]([CH3:71])=[O:72].[OH-:59].[Pd+2:64].[Zn+2:62]>>[N:1]1([C:7](=[O:8])[O:9][C:10]([CH3:11])([CH3:12])[CH3:13])[CH:2]([c:39]2[c:34]([F:33])[n:35][cH:36][cH:37][cH:38]2)[CH2:3][CH2:4][CH2:5][CH2:6]1. Reactants: CN1CCCC1=O, Clc1nc2ccccc2s1, Nc1ccc(O)cc1. The product is Oc1ccc(Nc2nc3ccccc3s2)cc1. As a reaction SMILES: [CH3:19][N:20]1[CH2:21][CH2:22][CH2:23][C:24]1=[O:25].[Cl:1][c:2]1[s:3][c:4]2[c:5]([n:6]1)[cH:7][cH:8][cH:9][cH:10]2.[NH2:11][c:12]1[cH:13][cH:14][c:15]([OH:16])[cH:17][cH:18]1>>[c:2]1([NH:11][c:12]2[cH:13][cH:14][c:15]([OH:16])[cH:17][cH:18]2)[s:3][c:4]2[c:5]([n:6]1)[cH:7][cH:8][cH:9][cH:10]2. Reactants: COc1cc(B2OC(C)(C)C(C)(C)O2)ccc1NC(=O)OC(C)(C)C, COCCOC, Nc1ncnc2c1c(I)nn2C1CCN(C(=O)OCc2ccccc2)CC1, [Na+], [Na+], O=C([O-])[O-], O, c1ccc(P(c2ccccc2)(c2ccccc2)[Pd](P(c2ccccc2)(c2ccccc2)c2ccccc2)(P(c2ccccc2)(c2ccccc2)c2ccccc2)P(c2ccccc2)(c2ccccc2)c2ccccc2)cc1. The product is COc1cc(-c2nn(C3CCN(C(=O)OCc4ccccc4)CC3)c3ncnc(N)c23)ccc1NC(=O)OC(C)(C)C. Reaction SMILES: [CH3:28][O:29][c:30]1[c:31]([NH:45][C:46]([O:47][C:48]([CH3:49])([CH3:50])[CH3:51])=[O:52])[cH:32][cH:33][c:34]([B:36]2[O:37][C:38]([CH3:39])([CH3:40])[C:41]([CH3:42])([CH3:43])[O:44]2)[cH:35]1.[CH3:59][O:60][CH2:61][CH2:62][O:63][CH3:64].[NH2:1][c:2]1[c:3]2[c:4]([n:5][cH:6][n:7]1)[n:8]([CH:12]1[CH2:13][CH2:14][N:15]([C:18](=[O:19])[O:20][CH2:21][c:22]3[cH:23][cH:24][cH:25][cH:26][cH:27]3)[CH2:16][CH2:17]1)[n:9][c:10]2[I:11].[Na+:53].[Na+:54].[O-:55][C:56](=[O:57])[O-:58].[OH2:65].[cH:66]1[cH:67][cH:68][c:69]([P:70]([Pd:71]([P:72]([c:73]2[cH:74][cH:75][cH:76][cH:77][cH:78]2)([c:79]2[cH:80][cH:81][cH:82][cH:83][cH:84]2)[c:85]2[cH:86][cH:87][cH:88][cH:89][cH:90]2)([P:91]([c:92]2[cH:93][cH:94][cH:95][cH:96][cH:97]2)([c:98]2[cH:99][cH:100][cH:101][cH:102][cH:103]2)[c:104]2[cH:105][cH:106][cH:107][cH:108][cH:109]2)[P:110]([c:111]2[cH:112][cH:113][cH:114][cH:115][cH:116]2)([c:117]2[cH:118][cH:119][cH:120][cH:121][cH:122]2)[c:123]2[cH:124][cH:125][cH:126][cH:127][cH:128]2)([c:129]2[cH:130][cH:131][cH:132][cH:133][cH:134]2)[c:135]2[cH:136][cH:137][cH:138][cH:139][cH:140]2)[cH:141][cH:142]1>>[NH2:1][c:2]1[c:3]2[c:4]([n:5][cH:6][n:7]1)[n:8]([CH:12]1[CH2:13][CH2:14][N:15]([C:18](=[O:19])[O:20][CH2:21][c:22]3[cH:23][cH:24][cH:25][cH:26][cH:27]3)[CH2:16][CH2:17]1)[n:9][c:10]2-[c:34]1[cH:33][cH:32][c:31]([NH:45][C:46]([O:47][C:48]([CH3:49])([CH3:50])[CH3:51])=[O:52])[c:30]([O:29][CH3:28])[cH:35]1. Reactants: [N+](=O)([O-])C=1C(=NC=CC1)C1=CC=C(C=C1)C (3-nitro-2-p-tolylpyridine), [OH-].[Na+] (sodium hydroxide), reduced platinum oxide, [H][H] (hydrogen). The solvent is C(C)O (ethanol), Cl (hydrochloric acid). The product is C1(=CC=C(C=C1)[C@@H]1NCCC[C@@H]1N)C (cis-2-p-Tolyl-piperidin-3-ylamine). RXN SMILES: [N+:1]([C:4]1[C:5]([C:10]2[CH:15]=[CH:14][C:13]([CH3:16])=[CH:12][CH:11]=2)=[N:6][CH:7]=[CH:8][CH:9]=1)([O-])=O.[H][H].[OH-].[Na+]>C(O)C.Cl>[C:13]1([CH3:16])[CH:12]=[CH:11][C:10]([C@H:5]2[C@@H:4]([NH2:1])[CH2:9][CH2:8][CH2:7][NH:6]2)=[CH:15][CH:14]=1 |f:2.3|. Reported procedure: A stirred solution of 3-nitro-2-p-tolylpyridine (5.0 g) in ethanol (200 ml) and concentrated hydrochloric acid (15 ml) was hydrogenated over pre-reduced platinum oxide (1.5 g) at 23°1 atm until hydrogen uptake was complete (~3 lh). The mixture was filtered through hyflo washing the pad of hyflo with water then the filtrate was evaporated in vacuo. Recrystallisation from isopropanol water gave a cream solid. The solid was treated with 2N sodium hydroxide solution and extracted with dichloromethan... Reactants: [Na] (sodium), OC1=C(C=C(C=C1)CC(=O)O)COC (4-hydroxy-3-(methoxymethyl)benzeneacetic acid), NC1(C2SC(C(N2C1=O)C(=O)OCC)(C)C)OC (6-amino-6-methoxy-3,3-dimethyl-7-oxo-4-thia-1-azabicyclo[3.2.0]-heptane-2-carboxylic acid, ethyl ester), C1(CCCCC1)N=C=NC1CCCCC1 (dicyclohexylcarbodiimide). Run in CN(C=O)C (dimethylformamide), CN(C=O)C (DMF). Conditions: temperature 0 celsius, time 3.5 hour. Yields the product OC1=C(C=C(C=C1)CC(=O)NC1(C2SC(C(N2C1=O)C(=O)OCC)(C)C)OC)COC (6-[[[4-Hydroxy-3-(methoxymethyl)phenyl]acetyl]amino]-6-methoxy-3,3-dimethyl-7-oxo-4-thia-1-azabicyclo [3.2.0]-heptane-2-carboxylic acid, ethyl ester). RXN SMILES: [Na].[OH:2][C:3]1[CH:8]=[CH:7][C:6]([CH2:9][C:10]([OH:12])=O)=[CH:5][C:4]=1[CH2:13][O:14][CH3:15].[NH2:16][C:17]1([O:32][CH3:33])[C:23](=[O:24])[N:22]2[CH:18]1[S:19][C:20]([CH3:31])([CH3:30])[CH:21]2[C:25]([O:27][CH2:28][CH3:29])=[O:26].C1(N=C=NC2CCCCC2)CCCCC1>CN(C)C=O>[OH:2][C:3]1[CH:8]=[CH:7][C:6]([CH2:9][C:10]([NH:16][C:17]2([O:32][CH3:33])[C:23](=[O:24])[N:22]3[CH:18]2[S:19][C:20]([CH3:30])([CH3:31])[CH:21]3[C:25]([O:27][CH2:28][CH3:29])=[O:26])=[O:12])=[CH:5][C:4]=1[CH2:13][O:14][CH3:15] |^1:0|. Procedure: Equivalent amouts (0.05 mole) of the sodium salt of 4-hydroxy-3-(methoxymethyl)benzeneacetic acid and 6-amino-6-methoxy-3,3-dimethyl-7-oxo-4-thia-1-azabicyclo[3.2.0]-heptane-2-carboxylic acid, ethyl ester, are added to dimethylformamide (DMF). The temperature is maintained at 0° C. Then about 1.2 equivalents of dicyclohexylcarbodiimide in DMF is added. The mixture is stirred at 0° C. for from 0.5 to 3 hours and an additional 2 to 5 hours at room temperature. Filtration of the reaction mixture re... Reactants: C(C=CC=CCCC=CCC)=O (2,4,8-undecatrienal), [OH-].[Na+] (sodium hydroxide), aldehyde. The reagents and catalysts are [Ag-]=O (silver (I) oxide). Solvent: O (water). Reaction conditions: temperature 20 celsius. The product is C(C=CC=CCCC=CCC)(=O)O (2,4,8-undecatrienoic acid). Reaction SMILES: [CH:1](=[O:12])[CH:2]=[CH:3][CH:4]=[CH:5][CH2:6][CH2:7][CH:8]=[CH:9][CH2:10][CH3:11].[OH-:13].[Na+]>O.[Ag-]=O>[C:1]([OH:13])(=[O:12])[CH:2]=[CH:3][CH:4]=[CH:5][CH2:6][CH2:7][CH:8]=[CH:9][CH2:10][CH3:11] |f:1.2|. Procedure details: For example, the 2,4,8-undecatrienal is added to a suspension of silver (I) oxide (1.1 eq) in water. The mixture is stirred at 20° C. and 50% sodium hydroxide solution (equal weight to the aldehyde), is added over 30 minutes allowing the batch to exotherm to 60° C. The solution is filtered through celite, and the aqueous filtrate acidified to pH 1 with hydrochloric acid solution, to give 2,4,8-undecatrienoic acid. Starting materials: C1COCCO1, CCOC(=O)CC1=CCCc2cc(OCc3cccc(Oc4ccccc4)c3)ccc21, c1ccc(-c2ccccn2)nc1. Yields the product CCOC(=O)CC1CCCc2cc(OCc3cccc(Oc4ccccc4)c3)ccc21. As a reaction SMILES: [CH2:44]1[O:45][CH2:46][CH2:47][O:48][CH2:49]1.[O:1]([c:2]1[cH:3][cH:4][cH:5][cH:6][cH:7]1)[c:8]1[cH:9][c:10]([CH2:11][O:12][c:13]2[cH:14][c:15]3[c:20]([cH:21][cH:22]2)[C:19]([CH2:23][C:24](=[O:25])[O:26][CH2:27][CH3:28])=[CH:18][CH2:17][CH2:16]3)[cH:29][cH:30][cH:31]1.[n:32]1[cH:33][cH:34][cH:35][cH:36][c:37]1-[c:38]1[cH:39][cH:40][cH:41][cH:42][n:43]1>>[O:1]([c:2]1[cH:3][cH:4][cH:5][cH:6][cH:7]1)[c:8]1[cH:9][c:10]([CH2:11][O:12][c:13]2[cH:14][c:15]3[c:20]([cH:21][cH:22]2)[CH:19]([CH2:23][C:24](=[O:25])[O:26][CH2:27][CH3:28])[CH2:18][CH2:17][CH2:16]3)[cH:29][cH:30][cH:31]1. Reaction conditions: time 160 minute. RXN SMILES: [NH2:1][C:2]1[CH:7]=[CH:6][C:5]([CH3:8])=[CH:4][CH:3]=1.Cl[C:10]1[C:18]([N+:19]([O-:21])=[O:20])=[CH:17][CH:16]=[C:15]([Cl:22])[C:11]=1[C:12]([OH:14])=[O:13].CN(C)C1C=CC=CC=1>CCOCC>[Cl:22][C:15]1[C:11]([C:12]([OH:14])=[O:13])=[C:10]([NH:1][C:2]2[CH:7]=[CH:6][C:5]([CH3:8])=[CH:4][CH:3]=2)[C:18]([N+:19]([O-:21])=[O:20])=[CH:17][CH:16]=1. The solvent is CCOCC (ether). Starting materials: NC1=CC=C(C=C1)C (p-toluidine), ClC1=C(C(=O)O)C(=CC=C1[N+](=O)[O-])Cl (2,6-dichloro-3-nitrobenzoic acid), CN(C1=CC=CC=C1)C (N,N-dimethylaniline). Reported procedure: A mixture of 10.7 g of p-toluidine, 11.8 g of 2,6-dichloro-3-nitrobenzoic acid and 25 ml of N,N-dimethylaniline was stirred at 135° for 160 minutes. The mixture was diluted with ether and extracted with 1N aqueous sodium hydroxide. Acidification of the aqueous solution, extraction with chloroform, and evaporation of the extract provided 6-chloro-2-[(4-methylphenyl)amino]-3-nitrobenzoic acid as orange prisms, mp 192°-197° C. Yields the product ClC1=CC=C(C(=C1C(=O)O)NC1=CC=C(C=C1)C)[N+](=O)[O-] (6-chloro-2-[(4-methylphenyl)amino]-3-nitrobenzoic acid).